Dataset: the Open Reaction Database (ORD), a public repository of structured organic reaction records. Task: describe an organic reaction: reactants, conditions, products, and yield The reactants are C(C)(C)(C)C1=CC=C(CNCCC2=CC=CC=C2)C=C1 ((4-tert-butyl-benzyl)-phenethyl-amine), N1C=CC2=CC=CC(=C12)C(=O)O (1H-indole-7-carboxylic acid), CN(C)C(=[N+](C)C)ON1C2=C(C=CC=C2)N=N1.[B-](F)(F)(F)F (TBTU), C(C)(C)N(C(C)C)CC (N,N-diisopropylethyl amine). Solvent: CN(C)C=O (DMF), O (water), CN(C)C=O (DMF). Conditions: time 5 minute. The product is C(C)(C)(C)C1=CC=C(CN(C(=O)C=2C=CC=C3C=CNC23)CCC2=CC=CC=C2)C=C1 (1H-Indole-7-carboxylic acid (4-tert-butyl-benzyl)-phenethyl-amide). Yield: 81.2%. RXN SMILES: [NH:1]1[C:9]2[C:4](=[CH:5][CH:6]=[CH:7][C:8]=2[C:10]([OH:12])=O)[CH:3]=[CH:2]1.CN(C(ON1N=NC2C=CC=CC1=2)=[N+](C)C)C.[B-](F)(F)(F)F.C(N(CC)C(C)C)(C)C.[C:44]([C:48]1[CH:63]=[CH:62][C:51]([CH2:52][NH:53][CH2:54][CH2:55][C:56]2[CH:61]=[CH:60][CH:59]=[CH:58][CH:57]=2)=[CH:50][CH:49]=1)([CH3:47])([CH3:46])[CH3:45]>CN(C=O)C.O>[C:44]([C:48]1[CH:63]=[CH:62][C:51]([CH2:52][N:53]([CH2:54][CH2:55][C:56]2[CH:61]=[CH:60][CH:59]=[CH:58][CH:57]=2)[C:10]([C:8]2[CH:7]=[CH:6][CH:5]=[C:4]3[C:9]=2[NH:1][CH:2]=[CH:3]3)=[O:12])=[CH:50][CH:49]=1)([CH3:47])([CH3:45])[CH3:46] |f:1.2|. Procedure: To a solution of 48 mg (0.3 mmol) of 1H-indole-7-carboxylic acid and 96 mg of TBTU (0.3 mmol) in 4 ml DMF, were added 0.26 ml (1.5 mmol) of N,N-diisopropylethyl amine. After stirring for 5 min at rt, 80 mg (0.3 mmol) of (4-tert-butyl-benzyl)-phenethyl-amine in 1 ml DMF were added. After stirring for 5 h at rt, the reaction mixture was diluted with 50 ml water and extracted with 2×50 ml EtOAc. The combined organic phases were washed with water and brine, dried with magnesium sulfate, filtered and... Starting materials: ice, ClC=1C=C(C=CC1Cl)C1=CCC2(CCNCC2)CC1 (9-(3,4-dichloro-phenyl)-3-aza-spiro[5.5]undec-8-ene), C=O (formaldehyde), C(C)(=O)O[BH-](OC(C)=O)OC(C)=O.[Na+] (Sodium triacetoxy-borohydride), ClCCl.CO (dichloromethane methanol). Solvent: ClC(C)Cl (dichloroethane), CO (methanol). Reaction conditions: temperature 0 celsius, time 1 hour. Yields the product [OH-].[NH4+] (ammonium hydroxide), ClC=1C=C(C=CC1Cl)C1=CCC2(CCN(CC2)C)CC1 (9-(3,4-dichloro-phenyl)-3-methyl-3-aza-spiro[5.5]undec-8-ene). The yield is 105.1%. RXN SMILES: [Cl:1][C:2]1[CH:3]=[C:4]([C:9]2[CH2:19][CH2:18][C:12]3([CH2:17][CH2:16][NH:15][CH2:14][CH2:13]3)[CH2:11][CH:10]=2)[CH:5]=[CH:6][C:7]=1[Cl:8].C=O.[C:22](O[BH-](OC(=O)C)OC(=O)C)(=[O:24])C.[Na+].ClCCl.CO>ClC(Cl)C.CO>[OH-:24].[NH4+:15].[Cl:1][C:2]1[CH:3]=[C:4]([C:9]2[CH2:19][CH2:18][C:12]3([CH2:13][CH2:14][N:15]([CH3:22])[CH2:16][CH2:17]3)[CH2:11][CH:10]=2)[CH:5]=[CH:6][C:7]=1[Cl:8] |f:2.3,4.5,8.9|. Procedure: To an ice cooled solution of 9-(3,4-dichloro-phenyl)-3-aza-spiro[5.5]undec-8-ene (410 mg, 1.38 mmol) in dichloroethane (12 mL) and methanol (4 mL), formaldehyde (37% in water, 157 μL, 2.08 mmol) was added and stirred for 1 h at 0° C. Sodium triacetoxy-borohydride (585 mg, 2.76 mmol) was added and the mixture stirred at room temperature over night. The reaction was quenched with aqueous sodium hydrogen-carbonate and evaporated. The remaining aqueous phase was extracted four times with dichloromet... Reactants: C(C)(=O)O[C@@]1([C@]2(CC)[C@@H]([C@@H]3[C@H]1C3)[C@@H]3CCC1=CC(CC[C@@H]1[C@H]3CC2)=O)C#C (17β-acetoxy-18-methyl-17α-ethinyl-15α,16α-methylene-4-estren-3-one), [Li] (lithium). The solvent is O1CCCC1 (tetrahydrofuran). Product: O[C@@H]1C=C2CC[C@H]3[C@@H]4[C@@H]5[C@H]([C@]([C@@]4(CC)CC[C@@H]3[C@H]2CC1)(C#C)OC(C)=O)C5 (3β-hydroxy-17β-acetoxy-18-methyl-17α-ethinyl-15α,16α-methylene-4-estrene). As a reaction SMILES: [C:1]([O:4][C@@:5]1([C:26]#[CH:27])[C@@H:11]2[CH2:12][C@@H:10]2[C@H:9]2[C@H:13]3[C@H:22]([CH2:23][CH2:24][C@:6]12[CH2:7][CH3:8])[C@@H:21]1[C:16](=[CH:17][C:18](=[O:25])[CH2:19][CH2:20]1)[CH2:15][CH2:14]3)(=[O:3])[CH3:2].[Li]>O1CCCC1>[OH:25][C@H:18]1[CH2:19][CH2:20][C@H:21]2[C:16]([CH2:15][CH2:14][C@@H:13]3[C@@H:22]2[CH2:23][CH2:24][C@@:6]2([CH2:7][CH3:8])[C@H:9]3[C@H:10]3[CH2:12][C@H:11]3[C@@:5]2([O:4][C:1](=[O:3])[CH3:2])[C:26]#[CH:27])=[CH:17]1 |^1:27|. Reported procedure: 200 mg. of natural 17β-acetoxy-18-methyl-17α-ethinyl-15α,16α-methylene-4-estren-3-one is mixed in 20 ml. of absolute tetrahydrofuran with 670 mg. of lithium tri-tert.-butoxyalanate and agitated for 1 hour at room temperature. The mixture is then worked up analogously to Example 17. After chromatography on silica gel, 160 mg. of natural 3β-hydroxy-17β-acetoxy-18-methyl-17α-ethinyl-15α,16α-methylene-4-estrene is obtained. Reactants: ClC1=CC(=CC=C1)C(=O)OO (m-chloroperbenzoic acid), N1=C2C(=CC=C1)C(C1=C(C=C2)C=CC=C1)=O (benzo[4,5]cyclohepta[1,2-b]pyridin-5-one), ClC1=CC(=CC=C1)C(=O)OO (m-chloroperbenzoic acid). Run in C(Cl)(Cl)Cl (chloroform), C(Cl)(Cl)Cl (chloroform). Reaction conditions: time 8 hour. Yields the product [N+]1(=C2C(=CC=C1)C(C1=C(C=C2)C=CC=C1)=O)[O-] (benzo[4,5]cyclohepta[1,2-b]pyridin-5-one N-oxide). Isolated yield 99.9%. Reaction SMILES: [N:1]1[CH:6]=[CH:5][CH:4]=[C:3]2[C:7](=[O:16])[C:8]3[CH:15]=[CH:14][CH:13]=[CH:12][C:9]=3[CH:10]=[CH:11][C:2]=12.ClC1C=CC=C(C(OO)=[O:25])C=1>C(Cl)(Cl)Cl>[N+:1]1([O-:25])[CH:6]=[CH:5][CH:4]=[C:3]2[C:7](=[O:16])[C:8]3[CH:15]=[CH:14][CH:13]=[CH:12][C:9]=3[CH:10]=[CH:11][C:2]=12. Procedure: To a solution of 2.07 grams (0.01 mole) of benzo[4,5]cyclohepta[1,2-b]pyridin-5-one in 25 milliliters of chloroform was added dropwise, a solution of 2.0 grams (0.01 mole) of m-chloroperbenzoic acid in 30 milliliters of chloroform and the resulting solution stirred for 7 hours at room temperature. At this time an additional 0.5 gram of m-chloroperbenzoic acid was added and the mixture stirred overnight at room temperature. The resulting reaction mixture was washed successively with two 100 milli... Starting materials: Cc1ncc[nH]1, CN(C)C=O, CN(C)CC1CSc2[nH]c3ccccc3c2C1=O, CI, [Na+], [Na+], O=C([O-])[O-]. Yields the product Cc1nccn1CC1CSc2[nH]c3ccccc3c2C1=O. RXN SMILES: [CH3:21][c:22]1[nH:23][cH:24][cH:25][n:26]1.[CH3:33][N:34]([CH3:35])[CH:36]=[O:37].[CH3:3][N:4]([CH3:5])[CH2:6][CH:7]1[C:8](=[O:20])[c:9]2[c:10]([nH:11][c:12]3[cH:13][cH:14][cH:15][cH:16][c:17]23)[S:18][CH2:19]1.[I:1][CH3:2].[Na+:27].[Na+:28].[O-:29][C:30](=[O:31])[O-:32]>>[CH2:6]([CH:7]1[C:8](=[O:20])[c:9]2[c:10]([nH:11][c:12]3[cH:13][cH:14][cH:15][cH:16][c:17]23)[S:18][CH2:19]1)[n:23]1[c:22]([CH3:21])[n:26][cH:25][cH:24]1. Reactants: C([O-])(O)=O.[Na+] (sodium bicarbonate), CC(C#N)(C1=NSC2=C1C=C(C=C2)[N+](=O)[O-])C (α,α-dimethyl-5-nitro-1,2-benzisothiazole-3-acetonitrile), O (water), S(O)(O)(=O)=O (sulfuric acid), C(Cl)Cl (methylene chloride). The solvent is C(C)O (ethanol). The product is CC(C(=O)OCC)(C1=NSC2=C1C=C(C=C2)[N+](=O)[O-])C (Ethyl α,α-dimethyl-5-nitro-1,2-benzisothiazole-3-acetate). Reaction SMILES: [CH3:1][C:2]([CH3:17])([C:5]1[C:9]2[CH:10]=[C:11]([N+:14]([O-:16])=[O:15])[CH:12]=[CH:13][C:8]=2[S:7][N:6]=1)[C:3]#N.[OH2:18].S(=O)(=O)(O)O.[C:24](=[O:27])(O)[O-].[Na+].[CH2:29](Cl)Cl>C(O)C>[CH3:1][C:2]([CH3:17])([C:5]1[C:9]2[CH:10]=[C:11]([N+:14]([O-:16])=[O:15])[CH:12]=[CH:13][C:8]=2[S:7][N:6]=1)[C:3]([O:27][CH2:24][CH3:29])=[O:18] |f:3.4|. Procedure details: A mixture of α,α-dimethyl-5-nitro-1,2-benzisothiazole-3-acetonitrile (0.913 g, 3.69 mmol), water (0.450 mL), concentrated sulfuric acid (4.55 mL) and ethanol (9.10 mL) is refluxed for one hour, cooled, and poured onto ice. The resultant aqueous mixture is neutralized with saturated sodium bicarbonate solution and extracted with methylene chloride. The organic extract is washed with water, dried over anhydrous sodium sulfate, and concentrated in vacuo to obtain a solid. Column chromatography of t... Starting materials: intermediate, compound 8a, COC1=C(CN2CCNCC2)C=CC=C1 (N-(2-methoxybenzyl)piperazine), C([O-])([O-])=O.[K+].[K+] (potassium carbonate). The solvent is CN(C)C=O (DMF). Yields the product C1COCCOCCOCCOCCOCCO1 (18-crown-6), product. Yield: 27.0%. Reaction SMILES: [CH3:1][O:2][C:3]1[CH:15]=CC=CC=1CN1CCNCC1.[C:16](=[O:19])([O-])[O-].[K+].[K+]>CN(C=O)C>[CH2:1]1[O:2][CH2:3][CH2:15][O:19][CH2:16][CH2:1][O:2][CH2:3][CH2:15][O:19][CH2:16][CH2:1][O:2][CH2:3][CH2:15][O:19][CH2:16]1 |f:1.2.3|. Reported procedure: 3.0 g of intermediate compound 8a were reacted in 70 ml of DMF with 2.9 g of N-(2-methoxybenzyl)piperazine analogously to Example 8b in the presence of 5.7 g of potassium carbonate and a spatula tipful of 18-crown-6, 1.3 g (27%) of the product being obtained.